Dataset: the Open Reaction Database (ORD), a public repository of structured organic reaction records. Task: describe an organic reaction: reactants, conditions, products, and yield Reactants: C(C)OC(C(CC#C)NC(C)=O)=O (2-(acetylamino)-4-pentynoic acid ethyl ester), FC=1C(=C2/C(/C(NC2=CC1)=O)=C/C1=C(N=CN1)C)I ((Z)-1,3-dihydro-5-fluoro-4-iodo-3-[(4-methyl-1H-imidazol-5-yl)methylene]-2H-indol-2-one), FC=1C(=C2/C(/C(NC2=CC1)=O)=C/C1=C(N=CN1)C)I ((Z)-1,3-dihydro-5-fluoro-4-iodo-3-[(4-methyl-1H-imidazol-5-yl)methylene]-2H-indol-2-one). Reagents/catalysts: C=1C=CC(=CC1)[P](C=2C=CC=CC2)(C=3C=CC=CC3)[Pd]([P](C=4C=CC=CC4)(C=5C=CC=CC5)C=6C=CC=CC6)([P](C=7C=CC=CC7)(C=8C=CC=CC8)C=9C=CC=CC9)[P](C=1C=CC=CC1)(C=1C=CC=CC1)C=1C=CC=CC1 ((Ph3P)4Pd). Solvent: CCN(CC)CC (Et3N), CN(C)C=O (DMF). Yields the product C(C)OC(C(CC#CC1=C2/C(/C(NC2=CC=C1F)=O)=C/C1=C(N=CN1)C)NC(C)=O)=O (rac-(Z)-2-(acetylamino)-5-[5-fluoro-2,3,dihydro-3-[(4-methyl-1H-imidazol-5-yl)methylene]-2-oxo-1H-indol-4-yl]-4-pentynoic acid ethyl ester). RXN SMILES: [CH2:1]([O:3][C:4](=[O:13])[CH:5]([NH:9][C:10](=[O:12])[CH3:11])[CH2:6][C:7]#[CH:8])[CH3:2].[F:14][C:15]1[C:16](I)=[C:17]2[C:21](=[CH:22][CH:23]=1)[NH:20][C:19](=[O:24])/[C:18]/2=[CH:25]\[C:26]1[NH:30][CH:29]=[N:28][C:27]=1[CH3:31]>C1C=CC([P]([Pd]([P](C2C=CC=CC=2)(C2C=CC=CC=2)C2C=CC=CC=2)([P](C2C=CC=CC=2)(C2C=CC=CC=2)C2C=CC=CC=2)[P](C2C=CC=CC=2)(C2C=CC=CC=2)C2C=CC=CC=2)(C2C=CC=CC=2)C2C=CC=CC=2)=CC=1.CN(C=O)C.CCN(CC)CC>[CH2:1]([O:3][C:4](=[O:13])[CH:5]([NH:9][C:10](=[O:12])[CH3:11])[CH2:6][C:7]#[C:8][C:16]1[C:15]([F:14])=[CH:23][CH:22]=[C:21]2[C:17]=1/[C:18](=[CH:25]/[C:26]1[NH:30][CH:29]=[N:28][C:27]=1[CH3:31])/[C:19](=[O:24])[NH:20]2)[CH3:2] |^1:36,38,57,76|. Procedure: Using Method C above, 2-(acetylamino)-4-pentynoic acid ethyl ester (92.6 mg, 0.51 mmol) (Bachem) was coupled with (Z)-1,3-dihydro-5-fluoro-4-iodo-3-[(4-methyl-1H-imidazol-5-yl)methylene]-2H-indol-2-one (Starting Material 3 supra) (75 mg, 0.203 mmol) using (Ph3P)4Pd (23.5 mg) and Cul (4 mg) as catalyst in DMF (3 mL) and Et3N (3 mL) as solvent at 80° C. for 5 h to give rac-(Z)-2-(acetylamino)-5-[5-fluoro-2,3,dihydro-3-[(4-methyl-1H-imidazol-5-yl)methylene]-2-oxo-1H-indol-4-yl]-4-pentynoic acid eth... The reactants are O=C(O)CCCCCCCCCCCCCCOCCCCCCCCCCCCCCCBr, O=C1CCCCCCCCCCCCCCO1, CC(=O)O. Product: O=C(O)CCCCCCCCCCCCCCBr. Reaction SMILES: [Br:18][CH2:19][CH2:20][CH2:21][CH2:22][CH2:23][CH2:24][CH2:25][CH2:26][CH2:27][CH2:28][CH2:29][CH2:30][CH2:31][CH2:32][CH2:33][O:34][CH2:35][CH2:36][CH2:37][CH2:38][CH2:39][CH2:40][CH2:41][CH2:42][CH2:43][CH2:44][CH2:45][CH2:46][CH2:47][CH2:48][C:49]([OH:50])=[O:51].[C:1]1(=[O:17])[CH2:2][CH2:3][CH2:4][CH2:5][CH2:6][CH2:7][CH2:8][CH2:9][CH2:10][CH2:11][CH2:12][CH2:13][CH2:14][CH2:15][O:16]1.[CH3:52][C:53](=[O:54])[OH:55]>>[C:1]([CH2:2][CH2:3][CH2:4][CH2:5][CH2:6][CH2:7][CH2:8][CH2:9][CH2:10][CH2:11][CH2:12][CH2:13][CH2:14][CH2:15][Br:18])([OH:16])=[O:17]. Starting materials: CS(=O)(=O)O, CCO, Cc1cc(C(=O)Nc2cc(Oc3ccc4nc(NC(=O)C5CC5)cn4n3)ccc2F)n(C)n1. Yields the product CS(=O)(=O)O, Cc1cc(C(=O)Nc2cc(Oc3ccc4nc(NC(=O)C5CC5)cn4n3)ccc2F)n(C)n1. RXN SMILES: [CH3:34][S:35]([OH:36])(=[O:37])=[O:38].[CH3:39][CH2:40][OH:41].[CH:1]1([C:4](=[O:5])[NH:6][c:7]2[n:8][c:9]3[n:10]([n:11][c:12]([O:15][c:16]4[cH:17][cH:18][c:19]([F:32])[c:20]([NH:22][C:23](=[O:24])[c:25]5[cH:26][c:27]([CH3:31])[n:28][n:29]5[CH3:30])[cH:21]4)[cH:13][cH:14]3)[cH:33]2)[CH2:2][CH2:3]1>>[CH3:34][S:35](=[O:36])(=[O:37])[OH:38].[CH:1]1([C:4](=[O:5])[NH:6][c:7]2[n:8][c:9]3[n:10]([n:11][c:12]([O:15][c:16]4[cH:17][cH:18][c:19]([F:32])[c:20]([NH:22][C:23](=[O:24])[c:25]5[cH:26][c:27]([CH3:31])[n:28][n:29]5[CH3:30])[cH:21]4)[cH:13][cH:14]3)[cH:33]2)[CH2:2][CH2:3]1. Starting materials: [Al+3], CNC(=O)CCC(=O)c1c(OC)cccc1OC, [Cl-], [Cl-], [Cl-], Clc1ccccc1. The product is CNC(=O)CCC(=O)c1c(O)cccc1OC. As a reaction SMILES: [Al+3:20].[CH3:1][O:2][c:3]1[c:4]([C:5](=[O:6])[CH2:7][CH2:8][C:9](=[O:10])[NH:11][CH3:12])[c:13]([O:17][CH3:18])[cH:14][cH:15][cH:16]1.[Cl-:19].[Cl-:21].[Cl-:22].[Cl:23][c:24]1[cH:25][cH:26][cH:27][cH:28][cH:29]1>>[CH3:1][O:2][c:3]1[c:4]([C:5](=[O:6])[CH2:7][CH2:8][C:9](=[O:10])[NH:11][CH3:12])[c:13]([OH:17])[cH:14][cH:15][cH:16]1. Reactants: OO (hydrogen peroxide), FC1=CC=C(C=C1)CN1C(=NC2=C1C=CC=C2)NC2CCN(CC2)CCN2C(NC1=C(C2=O)C=C(S1)C)=S (3-[2-[4-[[1-[(4-fluorophenyl)methyl]-1H-benzimidazol-2-yl]amino]-1-piperidinyl]ethyl]-2,3-dihydro-6-methyl-2-thioxothieno[2,3-d]pyrimidin-4(1H)-one), [OH-].[K+] (potassium hydroxide), C(C)O (ethanol). The solvent is O (water). Run at time 8 hour. Product: FC1=CC=C(C=C1)CN1C(=NC2=C1C=CC=C2)NC2CCN(CC2)CCN2C(NC1=C(C2=O)C=C(S1)C)=O (3-[2-[4-[[1-[(4-fluorophenyl)methyl]-1H-benzimidazol-2-yl]amino]-1-piperidinyl]ethyl]-6-methylthieno[2,3-d]pyrimidine-2,4(1H,3H)-dione). The yield is 55.0%. As a reaction SMILES: [F:1][C:2]1[CH:7]=[CH:6][C:5]([CH2:8][N:9]2[C:13]3[CH:14]=[CH:15][CH:16]=[CH:17][C:12]=3[N:11]=[C:10]2[NH:18][CH:19]2[CH2:24][CH2:23][N:22]([CH2:25][CH2:26][N:27]3[C:32](=[O:33])[C:31]4[CH:34]=[C:35]([CH3:37])[S:36][C:30]=4[NH:29][C:28]3=S)[CH2:21][CH2:20]2)=[CH:4][CH:3]=1.[OH-].[K+].C([OH:43])C.OO>O>[F:1][C:2]1[CH:3]=[CH:4][C:5]([CH2:8][N:9]2[C:13]3[CH:14]=[CH:15][CH:16]=[CH:17][C:12]=3[N:11]=[C:10]2[NH:18][CH:19]2[CH2:20][CH2:21][N:22]([CH2:25][CH2:26][N:27]3[C:32](=[O:33])[C:31]4[CH:34]=[C:35]([CH3:37])[S:36][C:30]=4[NH:29][C:28]3=[O:43])[CH2:23][CH2:24]2)=[CH:6][CH:7]=1 |f:1.2|. Procedure: To a stirred mixture of 4.1 parts of 3-[2-[4-[[1-[(4-fluorophenyl)methyl]-1H-benzimidazol-2-yl]amino]-1-piperidinyl]ethyl]-2,3-dihydro-6-methyl-2-thioxothieno[2,3-d]pyrimidin-4(1H)-one, 5.6 parts of potassium hydroxide, 81 parts of ethanol and 8 parts of water were added dropwise 60 parts of a hydrogen peroxide solution 3%. The whole was stirred overnight. The reaction mixture was evaporated. the residue was purified by column chromatography over silica gel using a mixture of trichloromethane an...